Dataset: the Open Reaction Database (ORD), a public repository of structured organic reaction records. Task: describe an organic reaction: reactants, conditions, products, and yield The reactants are C(C)C(CC)NC1=C(C(=NC(=C1)C)NC1=C(C=C(C=C1C)C)C)N (N4-(1-ethyl-propyl)-6-methyl-N2-(2,4,6-trimethyl-phenyl)-pyridine-2,3,4-triamine), C(OC)(OC)OC (trimethyl orthoformate), O.C1(=CC=C(C=C1)S(=O)(=O)O)C (p-toluenesulfonic acid monohydrate). Run in C1=CC=CC=C1 (benzene). The product is C(C)C(CC)NC1=C2C(=NC(=C1)C)N(C=N2)C2=C(C=C(C=C2C)C)C ((1-Ethyl-propyl)-[5-methyl-3-(2,4,6-trimethyl-phenyl)-3H-imidazo[4,5-b]pyridin-7-yl]-amine). Reaction SMILES: [CH2:1]([CH:3]([NH:6][C:7]1[CH:12]=[C:11]([CH3:13])[N:10]=[C:9]([NH:14][C:15]2[C:20]([CH3:21])=[CH:19][C:18]([CH3:22])=[CH:17][C:16]=2[CH3:23])[C:8]=1[NH2:24])[CH2:4][CH3:5])[CH3:2].[CH:25](OC)(OC)OC.O.C1(C)C=CC(S(O)(=O)=O)=CC=1>C1C=CC=CC=1>[CH2:1]([CH:3]([NH:6][C:7]1[CH:12]=[C:11]([CH3:13])[N:10]=[C:9]2[N:14]([C:15]3[C:20]([CH3:21])=[CH:19][C:18]([CH3:22])=[CH:17][C:16]=3[CH3:23])[CH:25]=[N:24][C:8]=12)[CH2:4][CH3:5])[CH3:2] |f:2.3|. Procedure: A mixture of N4-(1-ethyl-propyl)-6-methyl-N2-(2,4,6-trimethyl-phenyl)-pyridine-2,3,4-triamine (250 mg, 0.77 mmol), trimethyl orthoformate (0.081 g, 0.766 mmol), p-toluenesulfonic acid monohydrate (0.01 g) in benzene was heated at reflux using Dean-Stark apparatus for 24 hours. Benzene was removed and toluene was added and an excess of trimethyl orthoformate (0.084 ml) was added to the reaction mixture. The mixture was heated at reflux overnight. The mixture was quenched with water, sat. NaHCO3, ... Reactants: COc1cc(-n2cnc3cc(-c4ccc(Cl)cc4)sc3c2=O)ccc1OCC(=O)OC(C)(C)C, ClCCl, O=C(O)C(F)(F)F. The product is COc1cc(-n2cnc3cc(-c4ccc(Cl)cc4)sc3c2=O)ccc1OCC(=O)O. As a reaction SMILES: [Cl:1][c:2]1[cH:3][cH:4][c:5](-[c:8]2[cH:9][c:10]3[n:11][cH:12][n:13](-[c:18]4[cH:19][c:20]([O:33][CH3:34])[c:21]([O:22][CH2:23][C:24](=[O:25])[O:26][C:27]([CH3:28])([CH3:29])[CH3:30])[cH:31][cH:32]4)[c:14](=[O:17])[c:15]3[s:16]2)[cH:6][cH:7]1.[Cl:42][CH2:43][Cl:44].[F:35][C:36]([F:37])([F:38])[C:39]([OH:40])=[O:41]>>[Cl:1][c:2]1[cH:3][cH:4][c:5](-[c:8]2[cH:9][c:10]3[n:11][cH:12][n:13](-[c:18]4[cH:19][c:20]([O:33][CH3:34])[c:21]([O:22][CH2:23][C:24](=[O:25])[OH:26])[cH:31][cH:32]4)[c:14](=[O:17])[c:15]3[s:16]2)[cH:6][cH:7]1. Reactants: C=C1CC1, C=CCBr, C1CCOC1, COC(=O)C(C)C(C)(C)C, CN(C)P(=O)(N(C)C)N(C)C, CC(C)NC(C)C, [Li]CCCC. Yields the product COC(=O)C(C)C(C)(C)C, CC(C)[N-]C(C)C, [Li+]. As a reaction SMILES: [CH2:23]=[C:24]1[CH2:25][CH2:26]1.[CH2:27]([Br:28])[CH:29]=[CH2:30].[CH2:42]1[O:43][CH2:44][CH2:45][CH2:46]1.[CH3:13][CH:14]([C:15](=[O:16])[O:17][CH3:18])[C:19]([CH3:20])([CH3:21])[CH3:22].[CH3:31][N:32]([CH3:33])[P:34]([N:35]([CH3:36])[CH3:37])([N:38]([CH3:39])[CH3:40])=[O:41].[CH:1]([CH3:2])([CH3:3])[NH:4][CH:5]([CH3:6])[CH3:7].[Li:8][CH2:9][CH2:10][CH2:11][CH3:12]>>[CH3:13][CH:14]([C:15](=[O:16])[O:17][CH3:18])[C:19]([CH3:20])([CH3:21])[CH3:22].[CH:1]([CH3:2])([CH3:3])[N-:4][CH:5]([CH3:6])[CH3:7].[Li+:8]. Reactants: ClC1=C(C=CC(=C1)Cl)C(CNNC(C)=O)CCC (1-[2-(2,4-dichlorophenyl)pentyl]-2acetylhydrazine), [Cl-].CN(C=NC=[N+](C)C)C ([3-(dimethylamino)-2-aza-prop-2-en-1-ylidene]-dimethylammonium chloride), C(C)OCC (diethyl ether), [OH-].[Na+] (sodium hydroxide). Solvent: C(C)O (ethanol), Cl (hydrochloric acid), C(C)O (ethanol). Conditions: temperature 170 celsius. Product: ClC1=C(C=CC(=C1)Cl)C(CN1N=CN=C1)CCC (1-[2-(2,4-dichlorophenyl)-pentyl]-1H-1,2,4-triazole). Yield: 86.9%. Reaction SMILES: [Cl:1][C:2]1[CH:7]=[C:6]([Cl:8])[CH:5]=[CH:4][C:3]=1[CH:9]([CH2:16][CH2:17][CH3:18])[CH2:10][NH:11][NH:12][C:13](=O)C.C(OCC)C.[OH-].[Na+].[Cl-].[CH3:27][N:28](C)C=NC=[N+](C)C>C(O)C.Cl>[Cl:1][C:2]1[CH:7]=[C:6]([Cl:8])[CH:5]=[CH:4][C:3]=1[CH:9]([CH2:16][CH2:17][CH3:18])[CH2:10][N:11]1[CH:27]=[N:28][CH:13]=[N:12]1 |f:2.3,4.5|. Procedure: 5.1 g (0.017 mol) of 1-[2-(2,4-dichlorophenyl)pentyl]-2acetylhydrazine in 10 ml of ethanol and 10 ml of concentrated hydrochloric acid are stirred at 50° C. overnight. The reaction mixture is then distributed between diethyl ether and 2 N sodium hydroxide solution; and the residue after concentration by evaporation is refluxed in 50 ml of absolute ethanol with 5.75 g (0.035 mol) of [3-(dimethylamino)-2-aza-prop-2-en-1-ylidene]-dimethylammonium chloride for 3.5 hours. The reaction solution is the... The reactants are C(C)(C)(C)OC(=O)NC1CCC(CC1)CNC1=NC(=NC=C1[N+](=O)[O-])NCC(=O)O ({4-[(4-tert-butoxycarbonylamino-cyclohexylmethyl)-amino]-5-nitro-pyrimidin-2-ylamino}-acetic acid), N1CCCC1 (pyrrolidine), CN(C)C(=[N+](C)C)ON1C2=C(C=CC=C2)N=N1.[B-](F)(F)(F)F (TBTU), C(C)(C)N(CC)C(C)C (diisopropylethylamine). The solvent is C(C)(=O)OCC (ethyl acetate), CN(C)C=O (DMF). Reaction conditions: time 16 hour. The product is C(C)(C)(C)OC(NC1CCC(CC1)CNC1=NC(=NC=C1[N+](=O)[O-])NCC(N1CCCC1)=O)=O ((4-{[5-nitro-2-(2-oxo-2-pyrrolidin-1-yl-ethylamino)-pyrimidin-4-ylamino]-methyl}-cyclohexyl)-carbamic acid tert-butyl ester). Isolated yield 14.2%. As a reaction SMILES: [C:1]([O:5][C:6]([NH:8][CH:9]1[CH2:14][CH2:13][CH:12]([CH2:15][NH:16][C:17]2[C:22]([N+:23]([O-:25])=[O:24])=[CH:21][N:20]=[C:19]([NH:26][CH2:27][C:28]([OH:30])=O)[N:18]=2)[CH2:11][CH2:10]1)=[O:7])([CH3:4])([CH3:3])[CH3:2].[NH:31]1[CH2:35][CH2:34][CH2:33][CH2:32]1.CN(C(ON1N=NC2C=CC=CC1=2)=[N+](C)C)C.[B-](F)(F)(F)F.C(N(C(C)C)CC)(C)C>CN(C=O)C.C(OCC)(=O)C>[C:1]([O:5][C:6](=[O:7])[NH:8][CH:9]1[CH2:14][CH2:13][CH:12]([CH2:15][NH:16][C:17]2[C:22]([N+:23]([O-:25])=[O:24])=[CH:21][N:20]=[C:19]([NH:26][CH2:27][C:28](=[O:30])[N:31]3[CH2:35][CH2:34][CH2:33][CH2:32]3)[N:18]=2)[CH2:11][CH2:10]1)([CH3:3])([CH3:4])[CH3:2] |f:2.3|. Procedure: To {4-[(4-tert-butoxycarbonylamino-cyclohexylmethyl)-amino]-5-nitro-pyrimidin-2-ylamino}-acetic acid (120 mg, 0.28 mmol) in DMF (1.5 mL) were added pyrrolidine (48 μL, 0.57 mmol), TBTU (141 mg, 0.43 mmol), and diisopropylethylamine (99 μL, 0.57 mmol). The reaction mixture was stirred at room temperature for 16 h. The mixture was diluted with ethyl acetate and washed with water (×2) and brine. The organic phase was dried over Na2SO4 and concentrated. The resulting residue was purified by silica g... Reactants: Cl (hydrogen chloride), FC1=C(C=C(C=C1)C=1N=C(N(C1)C)C1CCN(CC1)C1=C2C(=NC=N1)NN=C2)C(F)(F)F (4-{4-[4-(4-fluoro-3-trifluoromethyl-phenyl)-1-methyl-1H-imidazol-2-yl]-piperidin-1-yl}-1H-pyrazolo[3,4-d]pyrimidine), ClCCl (dichloromethane). Run at time 1 hour. Yields the product Cl.FC1=C(C=C(C=C1)C=1N(C(NC1)C1CCN(CC1)C1=C2C(=NC=N1)NN=C2)C)C(F)(F)F (4-{4-[4-(4-Fluoro-3-trifluoromethyl-phenyl)-3-methyl-1H-imidazol-2-yl]-piperidin-1-yl}-1H-pyrazolo[3,4-d]pyrimidine hydrochloride). The yield is 98.5%. Reaction SMILES: Cl.[F:2][C:3]1[CH:8]=[CH:7][C:6]([C:9]2[N:10]=[C:11]([CH:15]3[CH2:20][CH2:19][N:18]([C:21]4[N:26]=[CH:25][N:24]=[C:23]5[NH:27][N:28]=[CH:29][C:22]=45)[CH2:17][CH2:16]3)[N:12](C)[CH:13]=2)=[CH:5][C:4]=1[C:30]([F:33])([F:32])[F:31].[Cl:34][CH2:35]Cl>>[ClH:34].[F:2][C:3]1[CH:8]=[CH:7][C:6]([C:9]2[N:10]([CH3:35])[CH:11]([CH:15]3[CH2:16][CH2:17][N:18]([C:21]4[N:26]=[CH:25][N:24]=[C:23]5[NH:27][N:28]=[CH:29][C:22]=45)[CH2:19][CH2:20]3)[NH:12][CH:13]=2)=[CH:5][C:4]=1[C:30]([F:33])([F:32])[F:31] |f:3.4|. Procedure details: Add hydrogen chloride (1.1 equiv; 18.52 mmoles; 4.63 mL) to a suspension of 4-{4-[4-(4-fluoro-3-trifluoromethyl-phenyl)-1-methyl-1H-imidazol-2-yl]-piperidin-1-yl}-1H-pyrazolo[3,4-d]pyrimidine (7.5 g; 1.00 equiv; 16.84 mmoles) in dichloromethane (50 mL), and stir the mixture for 1 hour at room temperature. Remove the solvent in vacuo, and triturate the crude in MTBE for 1 hour. Filter the solid and dry in vacuo overnight to give 4-{4-[4-(4-Fluoro-3-trifluoromethyl-phenyl)-3-methyl-1H-imidazol-2-y...